From a dataset of the Open Reaction Database (ORD), a public repository of structured organic reaction records. describe an organic reaction: reactants, conditions, products, and yield Starting materials: Cl.C(C)(C)(C)ON (O-(tert-butyl)hydroxylamine hydrochloride), Cl.CON (O-methylhydroxylamine hydrochloride), ClC1=C(C=NC2=CC=CC=C12)NC(C)=O (N-(4-chloroquinolin-3-yl)acetamide). Yields the product C(C)(C)(C)ON1C(=NC=2C=NC=3C=CC=CC3C21)C (1-tert-butoxy-2-methyl-1H-imidazo[4,5-c]quinoline). Yield: 51.9%. Reaction SMILES: Cl.[C:2]([O:6][NH2:7])([CH3:5])([CH3:4])[CH3:3].Cl.CON.Cl[C:13]1[C:22]2[C:17](=[CH:18][CH:19]=[CH:20][CH:21]=2)[N:16]=[CH:15][C:14]=1[NH:23][C:24](=O)[CH3:25]>>[C:2]([O:6][N:7]1[C:13]2[C:22]3[CH:21]=[CH:20][CH:19]=[CH:18][C:17]=3[N:16]=[CH:15][C:14]=2[N:23]=[C:24]1[CH3:25])([CH3:5])([CH3:4])[CH3:3] |f:0.1,2.3|. Procedure: The method of Part B of Example 25 was followed using O-(tert-butyl)hydroxylamine hydrochloride (2.0 g, 16 mmol) in lieu of O-methylhydroxylamine hydrochloride to treat N-(4-chloroquinolin-3-yl)acetamide (3.2 g, 14.5 mmol) with the modification that the reaction was heated at reflux for three hours. Following the work-up procedure, the resulting blue oil was purified by column chromatography on silica gel (eluting with 5% methanol in dichloromethane containing 5 mL of aqueous ammonium hydroxide ... Reactants: C(C)OC(C=C(C=1C=NC=CC1)C1=CC=C2C=CNC2=C1)=O (3-(1H-indol-6-yl)-3-pyridin-3-yl-acrylic acid ethyl ester), C(C)OC(CC(C1=CC=CC=C1)C1=C2C(=CNC2=CC=C1)C#N)=O (3-(3-Cyano-1H-Indol-4-yl)-3-phenyl-propionic acid ethyl ester). Yields the product C(C)OC(CC(C=1C=NC=CC1)C1=CC=C2C=CNC2=C1)=O (3-(1H-Indol-6-yl)-3-pyridin-3-yl-propionic acid ethyl ester). As a reaction SMILES: [CH2:1]([O:3][C:4](=[O:22])[CH:5]=[C:6]([C:13]1[CH:21]=[C:20]2[C:16]([CH:17]=[CH:18][NH:19]2)=[CH:15][CH:14]=1)[C:7]1[CH:8]=[N:9][CH:10]=[CH:11][CH:12]=1)[CH3:2].C(OC(=O)CC(C1C=CC=C2C=1C(C#N)=CN2)C1C=CC=CC=1)C>>[CH2:1]([O:3][C:4](=[O:22])[CH2:5][CH:6]([C:13]1[CH:21]=[C:20]2[C:16]([CH:17]=[CH:18][NH:19]2)=[CH:15][CH:14]=1)[C:7]1[CH:8]=[N:9][CH:10]=[CH:11][CH:12]=1)[CH3:2]. Procedure details: 3-(1H-Indol-6-yl)-3-pyridin-3-yl-propionic acid ethyl ester CLVIII was prepared from 3-(1H-indol-6-yl)-3-pyridin-3-yl-acrylic acid ethyl ester using the procedure described above for preparation of 3-(3-Cyano-1H-Indol-4-yl)-3-phenyl-propionic acid ethyl ester LIX (Example 14).